describe an organic reaction: reactants, conditions, products, and yield From a dataset of the Open Reaction Database (ORD), a public repository of structured organic reaction records. The reactants are BrC1=C(C(=CC(=C1)CO)Br)CC#N ((2,6-Dibromo-4-hydroxymethyl-phenyl)-acetonitrile), O1CCCC=C1 (3,4-dihydro-2H-pyran), [Cl-].[Na+] (sodium chloride), C([O-])(O)=O.[Na+] (sodium bicarbonate). Reagents/catalysts: O.C1(=CC=C(C=C1)S(=O)(=O)O)C (p-toluenesulfonic acid monohydrate). The solvent is C(Cl)Cl (methylene chloride), O (water). Reaction conditions: time 45 minute. Yields the product BrC1=C(C(=CC(=C1)COC1OCCCC1)Br)CC#N ([2,6-Dibromo-4-(tetrahydro-pyran-2-yloxymethyl)-phenyl]-acetonitrile). Isolated yield 85.1%. RXN SMILES: [Br:1][C:2]1[CH:7]=[C:6]([CH2:8][OH:9])[CH:5]=[C:4]([Br:10])[C:3]=1[CH2:11][C:12]#[N:13].[O:14]1[CH:19]=[CH:18][CH2:17][CH2:16][CH2:15]1.C(=O)(O)[O-].[Na+].[Cl-].[Na+]>C(Cl)Cl.O.C1(C)C=CC(S(O)(=O)=O)=CC=1.O>[Br:1][C:2]1[CH:7]=[C:6]([CH2:8][O:9][CH:15]2[CH2:16][CH2:17][CH2:18][CH2:19][O:14]2)[CH:5]=[C:4]([Br:10])[C:3]=1[CH2:11][C:12]#[N:13] |f:2.3,4.5,7.8|. Reported procedure: A solution of 2,6-dibromo-4-hydroxymethyl-phenyl)-acetonitrile (59) (1.4 g, 4.59 mmol) in methylene chloride (30 mL) at room temperature was treated with 3,4-dihydro-2H-pyran (0.46 mL, 5.04 mmol) and p-toluenesulfonic acid monohydrate (16.10 mg, 0.085 mmol). The reaction mixture was stirred for 45 min and was then treated with a saturated aqueous sodium bicarbonate solution (3 mL), a saturated aqueous sodium chloride solution (10 mL) and water (10 mL). This mixture was extracted with methylene c... Reactants: IC1=CC=C(OCCCOC=2C=C3CC[C@H](C3=CC2)CC(=O)OCC)C=C1 (ethyl {(1S)-5-[3-(4-iodophenoxy)propoxy]-2,3-dihydro-1H-inden-1-yl}acetate), B1(OC(C(O1)(C)C)(C)C)B2OC(C(O2)(C)C)(C)C (bis(pinacolato)diboron), CC(=O)[O-].[K+] (KOAc), C(Cl)Cl (CH2Cl2), BrC1=NC(=CC=C1)C (2-bromo-6-methylpyridine), C(=O)([O-])[O-].[Na+].[Na+] (Na2CO3). The reagents and catalysts are C(Cl)Cl (CH2Cl2), C1=CC=C(C=C1)P([C-]2C=CC=C2)C3=CC=CC=C3.C1=CC=C(C=C1)P([C-]2C=CC=C2)C3=CC=CC=C3.Cl[Pd]Cl.[Fe+2] (PdCl2(dppf)), C1=CC=C(C=C1)P([C-]2C=CC=C2)C3=CC=CC=C3.C1=CC=C(C=C1)P([C-]2C=CC=C2)C3=CC=CC=C3.Cl[Pd]Cl.[Fe+2] (PdCl2(dppf)). The solvent is Cl (HCl), CN(C)C=O (DMF). Reaction conditions: temperature 80 celsius. Yields the product CC1=CC=CC(=N1)C1=CC=C(OCCCOC=2C=C3CC[C@H](C3=CC2)CC(=O)OCC)C=C1 (ethyl ((1S)-5-{3-[4-(6-methyl-2-pyridinyl)phenoxy]propoxy}-2,3-dihydro-1H-inden-1-yl)acetate). The yield is 427.9%. RXN SMILES: I[C:2]1[CH:27]=[CH:26][C:5]([O:6][CH2:7][CH2:8][CH2:9][O:10][C:11]2[CH:12]=[C:13]3[C:17](=[CH:18][CH:19]=2)[C@H:16]([CH2:20][C:21]([O:23][CH2:24][CH3:25])=[O:22])[CH2:15][CH2:14]3)=[CH:4][CH:3]=1.B1(B2OC(C)(C)C(C)(C)O2)OC(C)(C)C(C)(C)O1.C(Cl)Cl.CC([O-])=O.[K+].Br[C:55]1[CH:60]=[CH:59][CH:58]=[C:57]([CH3:61])[N:56]=1.C([O-])([O-])=O.[Na+].[Na+]>CN(C=O)C.Cl.C1C=CC(P(C2C=CC=CC=2)[C-]2C=CC=C2)=CC=1.C1C=CC(P(C2C=CC=CC=2)[C-]2C=CC=C2)=CC=1.Cl[Pd]Cl.[Fe+2].C(Cl)Cl>[CH3:61][C:57]1[N:56]=[C:55]([C:2]2[CH:27]=[CH:26][C:5]([O:6][CH2:7][CH2:8][CH2:9][O:10][C:11]3[CH:12]=[C:13]4[C:17](=[CH:18][CH:19]=3)[C@H:16]([CH2:20][C:21]([O:23][CH2:24][CH3:25])=[O:22])[CH2:15][CH2:14]4)=[CH:4][CH:3]=2)[CH:60]=[CH:59][CH:58]=1 |f:3.4,6.7.8,11.12.13.14|. Reported procedure: To a solution of ethyl {(1S)-5-[3-(4-iodophenoxy)propoxy]-2,3-dihydro-1H-inden-1-yl}acetate (70 mg, 0.15 mmol, Example 94) in DMF (1 mL), was added bis(pinacolato)diboron (41 mg, 0.16 mmol), PdCl2(dppf).CH2Cl2 (11 mg, 0.01 mmol), and KOAc (43 mg, 0.44 mmol). Argon was passed through the solution, and the reaction mixture was heated at 80° C. for 2 h, and then cooled to rt. More PdCl2(dppf).CH2Cl2 (5 mg, 0.005 mmol) was added, followed by the addition of 2-bromo-6-methylpyridine (50 mg, 0.29 mmol... Yields the product NCCNC=1C=C2C(N(C(NC2=CC1[N+](=O)[O-])=O)NS(=O)(=O)C)=O (N-[6-(2-Amino-ethylamino)-7-nitro-2,4-dioxo-1,4-dihydro-2H-quinazolin-3-yl]-methanesulfonamide). Run at temperature 0 celsius, time 3 hour. Procedure details: To an ice-cooled solution of [2-(3-Methanesulfonylamino-7-nitro-2,4-dioxo-1,2,3,4-tetrahydro-quinazolin-6-ylamino)-ethyl]-carbamic acid tert-butyl ester (10 mg, 0.022 mmol) in dichloro-methane (0.5 ml) is added trifluoroacetic acid (0.25 ml). The reaction mixture is stirred at 0° C. for 3 h. The mixture is filtered and the resulting red solid dried under vacuum to afford 9 mg (87%) of a red powder. Rt=2.13 min. Solvent: ClCCl (dichloro-methane). Starting materials: ice, C(C)(C)(C)OC(NCCNC=1C=C2C(N(C(NC2=CC1[N+](=O)[O-])=O)NS(=O)(=O)C)=O)=O ([2-(3-Methanesulfonylamino-7-nitro-2,4-dioxo-1,2,3,4-tetrahydro-quinazolin-6-ylamino)-ethyl]-carbamic acid tert-butyl ester), FC(C(=O)O)(F)F (trifluoroacetic acid). Yield: 114.2%. Reaction SMILES: C(OC(=O)[NH:7][CH2:8][CH2:9][NH:10][C:11]1[CH:12]=[C:13]2[C:18](=[CH:19][C:20]=1[N+:21]([O-:23])=[O:22])[NH:17][C:16](=[O:24])[N:15]([NH:25][S:26]([CH3:29])(=[O:28])=[O:27])[C:14]2=[O:30])(C)(C)C.FC(F)(F)C(O)=O>ClCCl>[NH2:7][CH2:8][CH2:9][NH:10][C:11]1[CH:12]=[C:13]2[C:18](=[CH:19][C:20]=1[N+:21]([O-:23])=[O:22])[NH:17][C:16](=[O:24])[N:15]([NH:25][S:26]([CH3:29])(=[O:28])=[O:27])[C:14]2=[O:30]. Starting materials: ClCCl, CN(C)c1ccncc1, CC(O)C(=C1CN(C(c2ccc(Cl)cc2)c2ccc(Cl)cc2)C1)c1cc(F)cc(F)c1, O=C(Cl)Oc1ccc([N+](=O)[O-])cc1. Yields the product CC(OC(=O)Oc1ccc([N+](=O)[O-])cc1)C(=C1CN(C(c2ccc(Cl)cc2)c2ccc(Cl)cc2)C1)c1cc(F)cc(F)c1. Reaction SMILES: [CH2:54]([Cl:55])[Cl:56].[CH3:45][N:46]([CH3:47])[c:48]1[cH:49][cH:50][n:51][cH:52][cH:53]1.[Cl:1][c:2]1[cH:3][cH:4][c:5]([CH:8]([N:9]2[CH2:10][C:11](=[C:13]([CH:14]([CH3:15])[OH:16])[c:17]3[cH:18][c:19]([F:24])[cH:20][c:21]([F:23])[cH:22]3)[CH2:12]2)[c:25]2[cH:26][cH:27][c:28]([Cl:31])[cH:29][cH:30]2)[cH:6][cH:7]1.[Cl:32][C:33](=[O:34])[O:35][c:36]1[cH:37][cH:38][c:39]([N+:42](=[O:43])[O-:44])[cH:40][cH:41]1>>[Cl:1][c:2]1[cH:3][cH:4][c:5]([CH:8]([N:9]2[CH2:10][C:11](=[C:13]([CH:14]([CH3:15])[O:16][C:33](=[O:34])[O:35][c:36]3[cH:37][cH:38][c:39]([N+:42](=[O:43])[O-:44])[cH:40][cH:41]3)[c:17]3[cH:18][c:19]([F:24])[cH:20][c:21]([F:23])[cH:22]3)[CH2:12]2)[c:25]2[cH:26][cH:27][c:28]([Cl:31])[cH:29][cH:30]2)[cH:6][cH:7]1. Yields the product BrC(Br)=Cc1cc2ccccc2s1. Starting materials: BrC(Br)(Br)Br, ClCCl, c1ccc(P(c2ccccc2)c2ccccc2)cc1, O=Cc1cc2ccccc2s1. Reaction SMILES: [C:12]([Br:13])([Br:14])([Br:15])[Br:16].[CH2:36]([Cl:37])[Cl:38].[c:17]1([P:18]([c:19]2[cH:20][cH:21][cH:22][cH:23][cH:24]2)[c:25]2[cH:26][cH:27][cH:28][cH:29][cH:30]2)[cH:31][cH:32][cH:33][cH:34][cH:35]1.[s:1]1[c:2]2[c:3]([cH:4][c:5]1[CH:6]=[O:7])[cH:8][cH:9][cH:10][cH:11]2>>[s:1]1[c:2]2[c:3]([cH:4][c:5]1[CH:6]=[C:12]([Br:13])[Br:14])[cH:8][cH:9][cH:10][cH:11]2. Starting materials: ClC=1C=C(C#N)C=C(C1OCC(OCC)OCC)C (3-chloro-4-(2,2-diethoxyethoxy)-5-methylbenzonitrile), Cl.NO (hydroxylamine hydrochloride), C(=O)(O)[O-].[Na+] (NaHCO3). Run in CO (methanol), CC(OCC)=O (EA). Reaction conditions: temperature 75 celsius, time 2 hour. The product is ClC=1C=C(C(NO)=N)C=C(C1OCC(OCC)OCC)C (3-Chloro-4-(2,2-diethoxyethoxy)-N-hydroxy-5-methylbenzimidamide). Yield: 87.4%. As a reaction SMILES: Cl[C:2]1[CH:3]=[C:4]([CH:7]=[C:8]([CH3:19])[C:9]=1[O:10][CH2:11][CH:12]([O:16][CH2:17][CH3:18])[O:13][CH2:14][CH3:15])[C:5]#[N:6].[ClH:20].[NH2:21][OH:22].C([O-])(O)=O.[Na+]>CO.CC(=O)OCC>[Cl:20][C:2]1[CH:3]=[C:4]([CH:7]=[C:8]([CH3:19])[C:9]=1[O:10][CH2:11][CH:12]([O:16][CH2:17][CH3:18])[O:13][CH2:14][CH3:15])[C:5](=[NH:6])[NH:21][OH:22] |f:1.2,3.4|. Reported procedure: To a solution of 3-chloro-4-(2,2-diethoxyethoxy)-5-methylbenzonitrile (4.54 g, 16.0 mmol) in methanol (50 mL), hydroxylamine hydrochloride (3.34 g, 48.0 mmol) and NaHCO3 (2.69 g, 32.0 mmol) is added. The mixture is stirred at 75° C. for 2 h before it is diluted with EA (120 mL) and washed with water (100 mL). The washing is extracted twice with EA (2×75 mL). The combined org. extracts are dried over MgSO4, filtered and concentrated to give the title compound (4.43 g) as a beige wax which slowly ... The reactants are CCCN(CCCCN1CCN(C(=O)OC(C)(C)C)CCC1=O)C1CCc2ccc(OC)cc2C1, ClCCl, CCOCC, Cl, O=C(O)C(F)(F)F. The product is CCCN(CCCCN1CCNCCC1=O)C1CCc2ccc(OC)cc2C1. As a reaction SMILES: [C:1]([O:2][C:3](=[O:4])[N:8]1[CH2:9][CH2:10][N:11]([CH2:16][CH2:17][CH2:18][CH2:19][N:20]([CH2:21][CH2:22][CH3:23])[CH:24]2[CH2:25][c:26]3[cH:27][c:28]([O:34][CH3:35])[cH:29][cH:30][c:31]3[CH2:32][CH2:33]2)[C:12](=[O:15])[CH2:13][CH2:14]1)([CH3:5])([CH3:6])[CH3:7].[CH2:44]([Cl:45])[Cl:46].[CH3:47][CH2:48][O:49][CH2:50][CH3:51].[ClH:43].[OH:36][C:37]([C:38]([F:39])([F:40])[F:41])=[O:42]>>[NH:8]1[CH2:9][CH2:10][N:11]([CH2:16][CH2:17][CH2:18][CH2:19][N:20]([CH2:21][CH2:22][CH3:23])[CH:24]2[CH2:25][c:26]3[cH:27][c:28]([O:34][CH3:35])[cH:29][cH:30][c:31]3[CH2:32][CH2:33]2)[C:12](=[O:15])[CH2:13][CH2:14]1. Reactants: C1CCOC1, CC(C)(C)[O-], O=[N+]([O-])c1ccc(F)cc1CS(=O)(=O)c1cccc2ccccc12, [K+], OCCO. Yields the product O=[N+]([O-])c1ccc(OCCO)cc1CS(=O)(=O)c1cccc2ccccc12. Reaction SMILES: [CH2:29]1[O:30][CH2:31][CH2:32][CH2:33]1.[CH3:34][C:35]([CH3:36])([O-:37])[CH3:38].[F:1][c:2]1[cH:3][cH:4][c:5]([N+:22](=[O:23])[O-:24])[c:6]([CH2:8][S:9](=[O:10])(=[O:11])[c:12]2[cH:13][cH:14][cH:15][c:16]3[cH:17][cH:18][cH:19][cH:20][c:21]23)[cH:7]1.[K+:39].[OH:25][CH2:26][CH2:27][OH:28]>>[c:2]1([O:25][CH2:26][CH2:27][OH:28])[cH:3][cH:4][c:5]([N+:22](=[O:23])[O-:24])[c:6]([CH2:8][S:9](=[O:10])(=[O:11])[c:12]2[cH:13][cH:14][cH:15][c:16]3[cH:17][cH:18][cH:19][cH:20][c:21]23)[cH:7]1.